From a dataset of the Open Reaction Database (ORD), a public repository of structured organic reaction records. describe an organic reaction: reactants, conditions, products, and yield Starting materials: ClC1=C(OCCCCCC2=CC(=NO2)C)C(=CC(=C1)C#N)Cl (5-[5-(2,6-dichloro-4-cyanophenoxy)pentyl]-3-methylisoxazole), [OH-].[Na+] (sodium hydroxide), C(C)O (ethanol). Yields the product ClC=1C=C(C(=O)O)C=C(C1OCCCCCC1=CC(=NO1)C)Cl (3,5-dichloro-4-[5-(3-methylisoxazol-5-yl)pentyloxy]benzoic acid). RXN SMILES: [Cl:1][C:2]1[CH:19]=C(C#N)[CH:17]=[C:16]([Cl:22])[C:3]=1[O:4][CH2:5][CH2:6][CH2:7][CH2:8][CH2:9][C:10]1[O:14][N:13]=[C:12]([CH3:15])[CH:11]=1.[OH-:23].[Na+].[CH2:25]([OH:27])[CH3:26]>>[Cl:1][C:2]1[CH:19]=[C:26]([CH:17]=[C:16]([Cl:22])[C:3]=1[O:4][CH2:5][CH2:6][CH2:7][CH2:8][CH2:9][C:10]1[O:14][N:13]=[C:12]([CH3:15])[CH:11]=1)[C:25]([OH:23])=[O:27] |f:1.2|. Reported procedure: A mixture of 6.11 g 5-[5-(2,6-dichloro-4-cyanophenoxy)pentyl]-3-methylisoxazole (m.p. 59°-60° C.), 75 ml 35% sodium hydroxide and 75 ml ethanol was stirred on a steam bath for several hours. The reaction mixture upon standing separated into a clear lower layer and a yellow upper layer. The latter was separated, diluted with cold water and acidified with hydrochloric acid. The resulting solid was collected and recrystallized from acetonitrile to give 5.24 g 3,5-dichloro-4-[5-(3-methylisoxazol-5-y... Reactants: CNC(=O)Nc1cc(Br)cn2ccnc12, COCCOC, [Na+], [Na+], O=C([O-])[O-], Cc1c(NC(=O)c2ccc(C(C)(C)O)cc2)cccc1B1OC(C)(C)C(C)(C)O1, c1ccc(P(c2ccccc2)(c2ccccc2)[Pd](P(c2ccccc2)(c2ccccc2)c2ccccc2)(P(c2ccccc2)(c2ccccc2)c2ccccc2)P(c2ccccc2)(c2ccccc2)c2ccccc2)cc1. Yields the product CNC(=O)Nc1cc(-c2cccc(NC(=O)c3ccc(C(C)(C)O)cc3)c2C)cn2ccnc12. As a reaction SMILES: [Br:1][c:2]1[cH:3][c:4]([NH:11][C:12](=[O:13])[NH:14][CH3:15])[c:5]2[n:6]([cH:7]1)[cH:8][cH:9][n:10]2.[CH2:128]([CH2:129][O:130][CH3:131])[O:132][CH3:133].[Na+:45].[Na+:46].[O-:47][C:48](=[O:49])[O-:50].[OH:16][C:17]([CH3:18])([CH3:19])[c:20]1[cH:21][cH:22][c:23]([C:24](=[O:25])[NH:26][c:27]2[c:28]([CH3:42])[c:29]([B:33]3[O:34][C:35]([CH3:36])([CH3:37])[C:38]([CH3:39])([CH3:40])[O:41]3)[cH:30][cH:31][cH:32]2)[cH:43][cH:44]1.[cH:51]1[cH:52][cH:53][c:54]([P:55]([Pd:56]([P:57]([c:58]2[cH:59][cH:60][cH:61][cH:62][cH:63]2)([c:64]2[cH:65][cH:66][cH:67][cH:68][cH:69]2)[c:70]2[cH:71][cH:72][cH:73][cH:74][cH:75]2)([P:76]([c:77]2[cH:78][cH:79][cH:80][cH:81][cH:82]2)([c:83]2[cH:84][cH:85][cH:86][cH:87][cH:88]2)[c:89]2[cH:90][cH:91][cH:92][cH:93][cH:94]2)[P:95]([c:96]2[cH:97][cH:98][cH:99][cH:100][cH:101]2)([c:102]2[cH:103][cH:104][cH:105][cH:106][cH:107]2)[c:108]2[cH:109][cH:110][cH:111][cH:112][cH:113]2)([c:114]2[cH:115][cH:116][cH:117][cH:118][cH:119]2)[c:120]2[cH:121][cH:122][cH:123][cH:124][cH:125]2)[cH:126][cH:127]1>>[c:2]1(-[c:29]2[c:28]([CH3:42])[c:27]([NH:26][C:24]([c:23]3[cH:22][cH:21][c:20]([C:17]([OH:16])([CH3:18])[CH3:19])[cH:44][cH:43]3)=[O:25])[cH:32][cH:31][cH:30]2)[cH:3][c:4]([NH:11][C:12](=[O:13])[NH:14][CH3:15])[c:5]2[n:6]([cH:7]1)[cH:8][cH:9][n:10]2.